Dataset: the Open Reaction Database (ORD), a public repository of structured organic reaction records. Task: describe an organic reaction: reactants, conditions, products, and yield Starting materials: C(C1=CC=CC=C1)N1C(=NC2=C1C=C(C=C2)OCCCl)C2=CC(=C(C(=C2)OC)OC)OC (1-benzyl-2-(3,4,5-trimethoxyphenyl)-6-(2-chloroethoxy)benzimidazole), C(C)#N (acetonitrile), N1CCCCC1 (piperidine), C(C)(C)N(C(C)C)CC (N,N-diisopropylethylamine). Reagents/catalysts: [I-].C(CCC)[N+](CCCC)(CCCC)CCCC (tetra-n-butylammonium iodide). Conditions: time 8 hour. The product is C(C1=CC=CC=C1)N1C(=NC2=C1C=C(C=C2)OCCN2CCC(CC2)N2CCCCC2)C2=CC(=C(C(=C2)OC)OC)OC (1-benzyl-2-(3,4,5-trimethoxyphenyl)-6-[2-[4-(piperidin-1-yl)piperdin-1-yl]ethoxy]benzimidazole). Reaction SMILES: [CH2:1]([N:8]1[C:12]2[CH:13]=[C:14]([O:17][CH2:18][CH2:19]Cl)[CH:15]=[CH:16][C:11]=2[N:10]=[C:9]1[C:21]1[CH:26]=[C:25]([O:27][CH3:28])[C:24]([O:29][CH3:30])=[C:23]([O:31][CH3:32])[CH:22]=1)[C:2]1[CH:7]=[CH:6][CH:5]=[CH:4][CH:3]=1.[NH:33]1[CH2:38][CH2:37][CH2:36][CH2:35][CH2:34]1.C([N:42]([CH2:46][CH3:47])[CH:43]([CH3:45])C)(C)C.[C:48](#N)C>[I-].C([N+](CCCC)(CCCC)CCCC)CCC>[CH2:1]([N:8]1[C:12]2[CH:13]=[C:14]([O:17][CH2:18][CH2:19][N:33]3[CH2:38][CH2:37][CH:36]([N:42]4[CH2:43][CH2:45][CH2:48][CH2:47][CH2:46]4)[CH2:35][CH2:34]3)[CH:15]=[CH:16][C:11]=2[N:10]=[C:9]1[C:21]1[CH:26]=[C:25]([O:27][CH3:28])[C:24]([O:29][CH3:30])=[C:23]([O:31][CH3:32])[CH:22]=1)[C:2]1[CH:7]=[CH:6][CH:5]=[CH:4][CH:3]=1 |f:4.5|. Reported procedure: The title compound was prepared by reacting the compound of Example 76, supra, (0.45 g, 1.0 mmol) with 4-piperdin-1-yl)piperidine (2.0 g, 11.9 mmol) in the presence of the base N,N-diisopropylethylamine, tetra-n-butylammonium iodide and acetonitrile at 80° C. After incubating overnight at 80° C. the reaction was washed with water (2×500 ml), followed by a wash with a saturated sodium chloride solution (1×500 ml). The organic phase was then dried over potassium carbonate and the solvents were rem...